From a dataset of the Open Reaction Database (ORD), a public repository of structured organic reaction records. describe an organic reaction: reactants, conditions, products, and yield The reactants are C(C)(=O)O (acetic acid), C(CCC)C1=NC(=C(C(=N1)Cl)CC(=O)OCC)CC1=CC=C(C=C1)C1=C(C=CC=C1)C(=O)OC (Ethyl 2-butyl-4-chloro-6-[(2'-(methoxycarbonyl)-(1,1'-biphenyl)-4-yl]-methyl]-5-pyrimidine acetate), Cl (hydrochloric acid), C([O-])(O)=O.[Na+] (sodium bicarbonate). Solvent: O (water). Run at time 30 minute. The product is C(CCC)C1=NC(=C(C(=N1)CC1=CC=C(C=C1)C1=C(C=CC=C1)C(=O)O)CC(=O)O)O (2-butyl-4-[(2'-carboxy-(1,1'-biphenyl)-4-yl)-methyl]-6-hydroxy-5-pyrimidine acetic acid). Reaction SMILES: [CH2:1]([C:5]1[N:10]=[C:9](Cl)[C:8]([CH2:12][C:13]([O:15]CC)=[O:14])=[C:7]([CH2:18][C:19]2[CH:24]=[CH:23][C:22]([C:25]3[CH:30]=[CH:29][CH:28]=[CH:27][C:26]=3[C:31]([O:33]C)=[O:32])=[CH:21][CH:20]=2)[N:6]=1)[CH2:2][CH2:3][CH3:4].Cl.C(=O)(O)[O-:37].[Na+].C(O)(=O)C>O>[CH2:1]([C:5]1[N:6]=[C:7]([CH2:18][C:19]2[CH:24]=[CH:23][C:22]([C:25]3[CH:30]=[CH:29][CH:28]=[CH:27][C:26]=3[C:31]([OH:33])=[O:32])=[CH:21][CH:20]=2)[C:8]([CH2:12][C:13]([OH:15])=[O:14])=[C:9]([OH:37])[N:10]=1)[CH2:2][CH2:3][CH3:4] |f:2.3|. Reported procedure: 50 mg of the product of Example 7 were introduced into 1 ml of 6N hydrochloric acid and the mixture was heated to gentle reflux. The mixture was stirred for 2 hours 30 minutes and after cooling, the mixture was diluted with 2 ml of water. The pH was adjusted to 7-8 by the addition of sodium bicarbonate, then returned to pH 5-4 by the addition of acetic acid. The mixture was stirred for approximately 30 minutes, followed by separating, and rinsing with water to obtain 30 mg of the expected produc... The reactants are CuCl2, CC(=O)C (acetone), C(C1=CC=CC=C1)OCCCCC(CCCSCCS)=O (7-benzyloxy-1-(2,5-dithiapentyl)-heptane-3-one). Yields the product C(C1=CC=CC=C1)OCCCCC(CC=O)=O (7-Benzyloxy-3-oxoheptanal). As a reaction SMILES: [CH2:1]([O:8][CH2:9][CH2:10][CH2:11][CH2:12][C:13](=[O:21])[CH2:14][CH2:15]CSCCS)[C:2]1[CH:7]=[CH:6][CH:5]=[CH:4][CH:3]=1.CC(C)=[O:24]>>[CH2:1]([O:8][CH2:9][CH2:10][CH2:11][CH2:12][C:13](=[O:21])[CH2:14][CH:15]=[O:24])[C:2]1[CH:7]=[CH:6][CH:5]=[CH:4][CH:3]=1. Reported procedure: 0.135 mole=44 g of 7-benzyloxy-1-(2,5-dithiapentyl)-heptane-3-one were heated for 1 hour under nitrogen and under reflux in 1 liter of acetone with [0.275 mole]=47 g of CuCl2 . 2 H2O and [0.57 mole]=44 g of CuO, the copper salts were filtered off and the filtrate was concentrated under reduced pressure. The residue was dissolved in ether, washed twice with 2N- HCl and thrice with water, dried and the solvent was removed by distillation under reduced pressure. The residue was distilled under redu... The reactants are O=[N+]([O-])c1ccc(-n2cnc(Br)n2)cc1, CCO, [Na+], [OH-]. Yields the product Nc1ccc(-n2cnc(Br)n2)cc1. RXN SMILES: [Br:1][c:2]1[n:3][n:4](-[c:7]2[cH:8][cH:9][c:10]([N+:13]([O-:14])=[O:15])[cH:11][cH:12]2)[cH:5][n:6]1.[CH3:18][CH2:19][OH:20].[Na+:17].[OH-:16]>>[Br:1][c:2]1[n:3][n:4](-[c:7]2[cH:8][cH:9][c:10]([NH2:13])[cH:11][cH:12]2)[cH:5][n:6]1.